From a dataset of the Open Reaction Database (ORD), a public repository of structured organic reaction records. describe an organic reaction: reactants, conditions, products, and yield Reactants: O=C([O-])O, COc1ccc(C(C)(C)CN)cc1, CN1CCCC1, COc1cccc(-c2cc(Cl)nc(OC)n2)c1, [Na+], O. Yields the product COc1ccc(C(C)(C)CNc2cc(-c3cccc(OC)c3)nc(OC)n2)cc1. RXN SMILES: [C:14](=[O:15])([OH:16])[O-:17].[CH3:1][O:2][c:3]1[cH:4][cH:5][c:6]([C:9]([CH2:10][NH2:11])([CH3:12])[CH3:13])[cH:7][cH:8]1.[CH3:36][N:37]1[CH2:38][CH2:39][CH2:40][CH2:41]1.[Cl:19][c:20]1[n:21][c:22]([O:34][CH3:35])[n:23][c:24](-[c:26]2[cH:27][c:28]([O:32][CH3:33])[cH:29][cH:30][cH:31]2)[cH:25]1.[Na+:18].[OH2:42]>>[CH3:1][O:2][c:3]1[cH:4][cH:5][c:6]([C:9]([CH2:10][NH:11][c:20]2[n:21][c:22]([O:34][CH3:35])[n:23][c:24](-[c:26]3[cH:27][c:28]([O:32][CH3:33])[cH:29][cH:30][cH:31]3)[cH:25]2)([CH3:12])[CH3:13])[cH:7][cH:8]1. The reactants are O (water), [H-].[Na+] (sodium hydride), N1(N=NC=C1)CCCCC1=CC=C(C=C1)O (4-(4-[1,2,3]triazol-1-yl-butyl)-phenol), ClCC1=NC(=CC=C1)C1=CC=C(C=C1)C(F)(F)F (2-chloromethyl-6-(4-trifluoromethyl-phenyl)-pyridine). Solvent: CN(C=O)C (N,N-dimethylformamide). Reaction conditions: temperature 0 celsius, time 30 minute. Yields the product N1(N=NC=C1)CCCCC1=CC=C(OCC2=NC(=CC=C2)C2=CC=C(C=C2)C(F)(F)F)C=C1 (2-[4-(4-[1,2,3]triazol-1-yl-butyl)-phenoxymethyl]-6-(4-trifluoromethyl-phenyl)-pyridine). The yield is 60.3%. RXN SMILES: [H-].[Na+].[N:3]1([CH2:8][CH2:9][CH2:10][CH2:11][C:12]2[CH:17]=[CH:16][C:15]([OH:18])=[CH:14][CH:13]=2)[CH:7]=[CH:6][N:5]=[N:4]1.Cl[CH2:20][C:21]1[CH:26]=[CH:25][CH:24]=[C:23]([C:27]2[CH:32]=[CH:31][C:30]([C:33]([F:36])([F:35])[F:34])=[CH:29][CH:28]=2)[N:22]=1.O>CN(C)C=O>[N:3]1([CH2:8][CH2:9][CH2:10][CH2:11][C:12]2[CH:13]=[CH:14][C:15]([O:18][CH2:20][C:21]3[CH:26]=[CH:25][CH:24]=[C:23]([C:27]4[CH:32]=[CH:31][C:30]([C:33]([F:35])([F:34])[F:36])=[CH:29][CH:28]=4)[N:22]=3)=[CH:16][CH:17]=2)[CH:7]=[CH:6][N:5]=[N:4]1 |f:0.1|. Procedure: 16 mg (0.39 mmol) of 60% sodium hydride were added at 0° C. to a solution of 80 mg (0.37 mmol) 4-(4-[1,2,3]triazol-1-yl-butyl)-phenol in 4.0 ml N,N-dimethylformamide and stirred for 30 min. at 0° C. 100 mg (0.37 mmol) 2-chloromethyl-6-(4-trifluoromethyl-phenyl)-pyridine (WO 2004/007439) were given to the reaction mixture and stirring continued at r.t for 2 days. After addition of 8 ml water the mixture was stirred for 1 h, the formed precipitate isolated by filtration, washed with water, methano... Reactants: C[Li] (Methyllithium), ClC=1C=C(C=CC1)C=1C=C(C=C2C=CC=NC12)C=O (8-(3-Chlorophenyl)-6-quinolincarbaldehyde), [Cl-].[NH4+] (ammonium chloride). The solvent is C(C)OCC (diethyl ether), O1CCCC1 (tetrahydrofuran). Conditions: temperature -78 celsius, time 20 minute. Product: ClC=1C=C(C=CC1)C=1C=C(C=C2C=CC=NC12)C(C)O (8-(3-chlorophenyl)-6-(1-hydroxyethyl)quinoline). As a reaction SMILES: [Cl:1][C:2]1[CH:3]=[C:4]([C:8]2[CH:9]=[C:10]([CH:18]=[O:19])[CH:11]=[C:12]3[C:17]=2[N:16]=[CH:15][CH:14]=[CH:13]3)[CH:5]=[CH:6][CH:7]=1.[CH3:20][Li].[Cl-].[NH4+]>O1CCCC1.C(OCC)C>[Cl:1][C:2]1[CH:3]=[C:4]([C:8]2[CH:9]=[C:10]([CH:18]([OH:19])[CH3:20])[CH:11]=[C:12]3[C:17]=2[N:16]=[CH:15][CH:14]=[CH:13]3)[CH:5]=[CH:6][CH:7]=1 |f:2.3|. Procedure: 8-(3-Chlorophenyl)-6-quinolincarbaldehyde (0.8 g) was dissolved in 20 mL of tetrahydrofuran and cooled to -78° C. Methyllithium (4.5 mL, 1.4M) in diethyl ether was added dropwise to the solution over 5 minutes, stirred for 20 minutes, poured into 50 mL of saturated ammonium chloride, and stirred for 5 minutes. The solution was extracted with ethyl acetate (2×75 mL). The extracts were combined and dried over MgSO4, and concentrated. The residue was chromatographed on silica gel (30:70 ethyl aceta... Starting materials: C(C)(=O)NC1=CC=C(C=C1)N=NC1=CC=C(OC2=CC=C(C=C2)C(C)(C2=CC=C(C=C2)OC2=CC=C(C=C2)N=NC2=CC=C(C=C2)NC(C)=O)C2=CC=C(C=C2)OC2=CC=C(C=C2)N=NC2=CC=C(C=C2)NC(C)=O)C=C1 (1,1,1-tris{4-[4-(4-acetamidophenyldiazenyl)phenoxy]phenyl}ethane), Cl (HCl), C(C)O (ethanol). The solvent is O (water). Reaction conditions: temperature 80 celsius, time 3 day. The product is NC1=CC=C(C=C1)N=NC1=CC=C(OC2=CC=C(C=C2)C(C)(C2=CC=C(C=C2)OC2=CC=C(C=C2)N=NC2=CC=C(C=C2)N)C2=CC=C(C=C2)OC2=CC=C(C=C2)N=NC2=CC=C(C=C2)N)C=C1 (1,1,1-tris{4-[4-(4-aminophenyldiazenyl)phenoxy]phenyl}ethane). Yield: 52.6%. Reaction SMILES: C([NH:4][C:5]1[CH:10]=[CH:9][C:8]([N:11]=[N:12][C:13]2[CH:77]=[CH:76][C:16]([O:17][C:18]3[CH:23]=[CH:22][C:21]([C:24]([C:51]4[CH:56]=[CH:55][C:54]([O:57][C:58]5[CH:63]=[CH:62][C:61]([N:64]=[N:65][C:66]6[CH:71]=[CH:70][C:69]([NH:72]C(=O)C)=[CH:68][CH:67]=6)=[CH:60][CH:59]=5)=[CH:53][CH:52]=4)([C:26]4[CH:31]=[CH:30][C:29]([O:32][C:33]5[CH:38]=[CH:37][C:36]([N:39]=[N:40][C:41]6[CH:46]=[CH:45][C:44]([NH:47]C(=O)C)=[CH:43][CH:42]=6)=[CH:35][CH:34]=5)=[CH:28][CH:27]=4)[CH3:25])=[CH:20][CH:19]=3)=[CH:15][CH:14]=2)=[CH:7][CH:6]=1)(=O)C.Cl.C(O)C>O>[NH2:47][C:44]1[CH:43]=[CH:42][C:41]([N:40]=[N:39][C:36]2[CH:37]=[CH:38][C:33]([O:32][C:29]3[CH:30]=[CH:31][C:26]([C:24]([C:21]4[CH:22]=[CH:23][C:18]([O:17][C:16]5[CH:76]=[CH:77][C:13]([N:12]=[N:11][C:8]6[CH:9]=[CH:10][C:5]([NH2:4])=[CH:6][CH:7]=6)=[CH:14][CH:15]=5)=[CH:19][CH:20]=4)([C:51]4[CH:52]=[CH:53][C:54]([O:57][C:58]5[CH:63]=[CH:62][C:61]([N:64]=[N:65][C:66]6[CH:71]=[CH:70][C:69]([NH2:72])=[CH:68][CH:67]=6)=[CH:60][CH:59]=5)=[CH:55][CH:56]=4)[CH3:25])=[CH:27][CH:28]=3)=[CH:34][CH:35]=2)=[CH:46][CH:45]=1. Reported procedure: To a 100 mL round-bottomed flask with a stir-bar and a condenser, 1,1,1-tris[4-(4-(4-acetamidophenyldiazenyl)phenoxy)phenyl]ethane (Example 4; 0.50 g, 0.49 mmol), 6 M HCl (20 mL) and 95% ethanol (20 mL) were charged and heated to 80° C. The mixture was stirred at 80° C. for 3 days. After the mixture was allowed to cool to room temperature, water (60 mL) added. The resulting red solid was collected by filtration and washed with dilute sodium bicarbonate solution, followed by deionized water (300 ... Reactants: NC[C@H]1N(CCC[C@H]1C)C(=O)C1=NC(=CC=C1N1N=CC=N1)C (((2S,3R)-2-(aminomethyl)-3-methylpiperidin-1-yl)(6-methyl-3-(2H-1,2,3-triazol-2-yl)pyridin-2-yl)methanone), ClC1=NC=C(C=N1)C#N (2-chloropyrimidine-5-carbonitrile). Product: C[C@H]1[C@H](N(CCC1)C(C1=NC(=CC=C1N1N=CC=N1)C)=O)CNC1=NC=C(C=N1)C#N (2-((((2S,3R)-3-Methyl-1-(6-methyl-3-(2H-1,2,3-triazol-2-yl)picolinoyl)piperidin-2-yl)methyl)amino)pyrimidine-5-carbonitrile). As a reaction SMILES: [NH2:1][CH2:2][C@@H:3]1[C@H:8]([CH3:9])[CH2:7][CH2:6][CH2:5][N:4]1[C:10]([C:12]1[C:17]([N:18]2[N:22]=[CH:21][CH:20]=[N:19]2)=[CH:16][CH:15]=[C:14]([CH3:23])[N:13]=1)=[O:11].Cl[C:25]1[N:30]=[CH:29][C:28]([C:31]#[N:32])=[CH:27][N:26]=1>>[CH3:9][C@@H:8]1[CH2:7][CH2:6][CH2:5][N:4]([C:10](=[O:11])[C:12]2[C:17]([N:18]3[N:22]=[CH:21][CH:20]=[N:19]3)=[CH:16][CH:15]=[C:14]([CH3:23])[N:13]=2)[C@@H:3]1[CH2:2][NH:1][C:25]1[N:30]=[CH:29][C:28]([C:31]#[N:32])=[CH:27][N:26]=1. Procedure details: The title compound was prepared following the same general protocol as described for Example A1, using ((2S,3R)-2-(aminomethyl)-3-methylpiperidin-1-yl)(6-methyl-3-(2H-1,2,3-triazol-2-yl)pyridin-2-yl)methanone and 2-chloropyrimidine-5-carbonitrile. ESI-MS (m/z): 418 [M+1]+. Starting materials: C1(=CC=CC2=CC=CC=C12)C(=O)Cl (1-naphthoylchloride), COC=1C=C2C=CNC2=CC1 (5-methoxy-1H-indole), C[Mg]Br (methylmagnesium bromide), [Cl-].[NH4+] (ammonium chloride). Run in C(C)OCC (diethyl ether), C(C)OCC (diethyl ether), C(C)OCC (diethyl ether). Conditions: time 2 hour. The product is COC=1C=C2C(=CNC2=CC1)C(=O)C1=CC=CC2=CC=CC=C12 (5-methoxy-3-(1-naphthoyl)-1H-indole). The yield is 75.0%. Reaction SMILES: [CH3:1][O:2][C:3]1[CH:4]=[C:5]2[C:9](=[CH:10][CH:11]=1)[NH:8][CH:7]=[CH:6]2.C[Mg]Br.[C:15]1([C:25](Cl)=[O:26])[C:24]2[C:19](=[CH:20][CH:21]=[CH:22][CH:23]=2)[CH:18]=[CH:17][CH:16]=1.[Cl-].[NH4+]>C(OCC)C>[CH3:1][O:2][C:3]1[CH:4]=[C:5]2[C:9](=[CH:10][CH:11]=1)[NH:8][CH:7]=[C:6]2[C:25]([C:15]1[C:24]2[C:19](=[CH:20][CH:21]=[CH:22][CH:23]=2)[CH:18]=[CH:17][CH:16]=1)=[O:26] |f:3.4|. Procedure details: To a cooled solution at 0° C. of 5-methoxy-1H-indole 3 (7.4 g, 50 mmol) in diethyl ether (150 ml) under nitrogen was added dropwise a solution of methylmagnesium bromide (3M) in diethyl ether (17.5 ml) and the mixture was stirred for 2 h at room temperature. The solution was then cooled at 0° C. and to this solution was added a solution of 1-naphthoylchloride (9.5 g, 50 mmol) in diethyl ether (100 ml) dropwise over a period of 15 min. After the addition was completed the solution was warmed up a... Starting materials: COC1=C(C=C(C=C1)C(C(=O)C=1SC(=CC1C)C1=CC=C(C=C1)C(F)(F)F)(C)C)C (2-(4-methoxy-3-methylphenyl)-2-methyl-1-{3-methyl-5-[4-(trifluoromethyl)phenyl]thien-2-yl}propan-1-one), COC1=C(C=C(C=C1)C(C(=O)C=1SC(=CC1C)C1=CC=C(C=C1)C(F)(F)F)(C)C)C (2-(4-methoxy-3-methylphenyl)-2-methyl-1-{3-methyl-5-[4-(trifluoromethyl)phenyl]thien-2-yl}propan-1-one), Cl.N1=CC=CC=C1 (pyridine hydrochloride), O (water). Run in C(Cl)Cl (CH2Cl2). Conditions: temperature 150 celsius. The product is OC1=C(C=C(C=C1)C(C(=O)C=1SC(=CC1C)C1=CC=C(C=C1)C(F)(F)F)(C)C)C (2-(4-hydroxy-3-methylphenyl)-2-methyl-1-{3-methyl-5-[4-(trifluoromethyl)phenyl]thien-2-yl}propan-1-one). As a reaction SMILES: C[O:2][C:3]1[CH:8]=[CH:7][C:6]([C:9]([CH3:29])([CH3:28])[C:10]([C:12]2[S:13][C:14]([C:18]3[CH:23]=[CH:22][C:21]([C:24]([F:27])([F:26])[F:25])=[CH:20][CH:19]=3)=[CH:15][C:16]=2[CH3:17])=[O:11])=[CH:5][C:4]=1[CH3:30].Cl.N1C=CC=CC=1.O>C(Cl)Cl>[OH:2][C:3]1[CH:8]=[CH:7][C:6]([C:9]([CH3:28])([CH3:29])[C:10]([C:12]2[S:13][C:14]([C:18]3[CH:23]=[CH:22][C:21]([C:24]([F:27])([F:25])[F:26])=[CH:20][CH:19]=3)=[CH:15][C:16]=2[CH3:17])=[O:11])=[CH:5][C:4]=1[CH3:30] |f:1.2|. Reported procedure: To 2-(4-methoxy-3-methylphenyl)-2-methyl-1-{3-methyl-5-[4-(trifluoromethyl)phenyl]thien-2-yl}propan-1-one (intermediate 104, 0.35 g) in a pressure vessel was added pyridine hydrochloride (10 g), the vessel was sealed and heated to 150° C. for 72 hours. The reaction vessel was then allowed to cool to room temperature and the solid residue partioned between water and CH2Cl2, the aqueous extract was further extracted CH2Cl2. The combined organic extracts were dried (Na2SO4), filtered and evaporated...